Dataset: the Open Reaction Database (ORD), a public repository of structured organic reaction records. Task: describe an organic reaction: reactants, conditions, products, and yield Starting materials: CC(=O)C (acetone), COCCOCN1C(=C([C@@H](C(=C1C)C(=O)O)C1=CC(=CC=C1)[N+](=O)[O-])C(=O)OC)C ((R)-1-(2-methoxyethoxy)methyl-2,6-dimethyl-3-carbomethoxy-4-(3-nitrophenyl)-5-carboxy-1,4-dihydropyridine), mono-ester, COCCOCN1C(=C([C@@H](C(=C1C)C(=O)O)C1=CC(=CC=C1)[N+](=O)[O-])C(=O)OC)C ((R)-1-(2-methoxyethoxy)methyl-2,6-dimethyl-3-carbomethoxy-4-(3-nitrophenyl)-5-carboxy-1,4-dihydropyridine), Cl (HCl). Run in C1CCOC1 (THF), O (water), O (water), C(Cl)Cl (CH2Cl2). Run at time 1 hour. Yields the product CC=1NC(=C([C@H](C1C(=O)OC)C1=CC(=CC=C1)[N+](=O)[O-])C(=O)O)C ((R)-2,6-dimethyl-3-carbomethoxy-4-(3-nitrophenyl)-5-carboxy-1,4-dihydropyridine). As a reaction SMILES: COCCOC[N:7]1[C:12]([CH3:13])=[C:11]([C:14]([OH:16])=[O:15])[C@@H:10]([C:17]2[CH:22]=[CH:21][CH:20]=[C:19]([N+:23]([O-:25])=[O:24])[CH:18]=2)[C:9]([C:26]([O:28][CH3:29])=[O:27])=[C:8]1[CH3:30].CC(C)=O.Cl>C(Cl)Cl.O.C1COCC1>[CH3:30][C:8]1[NH:7][C:12]([CH3:13])=[C:11]([C:14]([OH:16])=[O:15])[C@@H:10]([C:17]2[CH:22]=[CH:21][CH:20]=[C:19]([N+:23]([O-:25])=[O:24])[CH:18]=2)[C:9]=1[C:26]([O:28][CH3:29])=[O:27]. Procedure details: The resolved mono-ester of formula 18 is then deprotected by acid hydrolysis using a dilute (about 1N to about 2N) mineral acid in a suitable water-miscible solvent (preferably acetone or THF) at a temperature between about 0° and about 15° C. for about 30 to about 120 minutes. For example, (R)-1-(2-methoxyethoxy)methyl-2,6-dimethyl-3-carbomethoxy-4-(3-nitrophenyl)-5-carboxy-1,4-dihydropyridine is dissolved in CH2Cl2, treated with 1N HCl at 0° C., and allowed to stand for one hour at room temper... Reactants: FC(CO)(F)F (2,2,2-trifluoroethanol), ClCC(=C)C (3-chloro-2-methyl-1-propene), C([O-])([O-])=O.[K+].[K+] (potassium carbonate). Run in CN(C)C=O (DMF). Run at time 15 hour. The product is CC(COCC(F)(F)F)=C (2,2,2-trifluoroethyl 2-methyl-2-propenyl ether). As a reaction SMILES: [F:1][C:2]([F:6])([F:5])[CH2:3][OH:4].Cl[CH2:8][C:9]([CH3:11])=[CH2:10].C(=O)([O-])[O-].[K+].[K+]>CN(C=O)C>[CH3:10][C:9](=[CH2:8])[CH2:11][O:4][CH2:3][C:2]([F:6])([F:5])[F:1] |f:2.3.4|. Procedure: In 100 ml DMF is placed 2,2,2-trifluoroethanol (20 g), 3-chloro-2-methyl-1-propene (18.1 g) and potassium carbonate (33.15 g). The mixture is heated to 50°, with stirring, for 15 hr. The solution is cooled and extracted with pentane. The pentane layer is washed with water (3X) and dried over sodium sulfate. The pentane is fractionally distilled off and the product is distilled in vacuo to give 2,2,2-trifluoroethyl 2-methyl-2-propenyl ether.